Dataset: the Open Reaction Database (ORD), a public repository of structured organic reaction records. Task: describe an organic reaction: reactants, conditions, products, and yield The reactants are C([O-])(O)=O.[Na+] (sodium bicarbonate), C(C1=CC=CC=C1)OC1=CC(=CC2=C1N=C(N2C)C)N(C(C)=O)C (N-(7-benzyloxy-2,3-dimethy-3H-benzimidazol-5-yl)-N-methyl-acetamide), O (water), [I-] (iodide). The solvent is ClCCl (dichloromethane). Run at time 8 hour. Yields the product CN(C)CC=1C(=CC2=C(N=C(N2C)C)C1O)N(C(C)=O)C (N-(6-Dimethylaminomethyl-7-hydroxy-2,3-dimethyl-3H-benzimidazol-5yl)-N-methyl-acetamide). The yield is 80.2%. Reaction SMILES: C([O:8][C:9]1[C:14]2[N:15]=[C:16]([CH3:19])[N:17]([CH3:18])[C:13]=2[CH:12]=[C:11]([N:20]([CH3:24])[C:21](=[O:23])[CH3:22])[CH:10]=1)C1C=CC=CC=1.[I-].O.C(=O)(O)[O-].[Na+]>ClCCl>[CH3:16][N:17]([CH2:18][C:10]1[C:11]([N:20]([CH3:24])[C:21](=[O:23])[CH3:22])=[CH:12][C:13]2[N:17]([CH3:18])[C:16]([CH3:19])=[N:15][C:14]=2[C:9]=1[OH:8])[CH3:13] |f:3.4|. Procedure: A suspension of 4.7 g (18.9 mmol) N-(7-benzyloxy-2,3-dimethy-3H-benzimidazol-5-yl)-N-methyl-acetamide in dry dichloromethane (200 ml) was treated with 4.5 g (24.6 mmol) N,N-dimethylmethylenimmonium iodide and the reaction was stirred overnight at room temperature. The reaction mixture was poured into water, neutralized with sat. sodium bicarbonate solution and extracted with dichloromethane (2×20 ml). The organic layers were dried over magnesium sulphate and concentrated in vacuo. The residue af... The reactants are C(C)(C)(C)OC(C(C(=O)C)OC(C)=O)=O (Tert-butyl-2-acetoxy-acetoacetate), [H-].[Na+] (NaH), C(C)Br (ethylbromide). Run in CN(C)C=O (DMF). The product is C(C)(C)(C)OC(C(CC)(C(C)=O)OC(C)=O)=O (2-acetoxy-2-acetylbutanoic-acid-tert-butylester). Isolated yield 79.0%. RXN SMILES: [C:1]([O:5][C:6](=[O:15])[CH:7]([O:11][C:12](=[O:14])[CH3:13])[C:8]([CH3:10])=[O:9])([CH3:4])([CH3:3])[CH3:2].[H-].[Na+].[CH2:18](Br)[CH3:19]>CN(C=O)C>[C:1]([O:5][C:6](=[O:15])[C:7]([O:11][C:12](=[O:14])[CH3:13])([C:8](=[O:9])[CH3:10])[CH2:18][CH3:19])([CH3:2])([CH3:3])[CH3:4] |f:1.2|. Reported procedure: According to the general alkylation method, tert-butyl-2-acetoxy-aceto-acetate (219a) (1.08 g, 5.00 mmol), NaH (156 mg, 6.5 mmol) and ethylbromide (also propyl and pentyl) (373 μL, 549 mg, 5.00 mmol) were reacted in DMF (10 mL) to give 2-acetoxy-2-acetylbutanoic-acid-tert-butylester (250g) (970 mg, 3.97 mmol, 79%) as a slightly yellow oil. Then, 250 g (1.40 g, 5.73 mmol) and 109 mg (0.57 mmol) p-TsOH.H2O were stirred in 18.0 mL benzene according to decarboxylation method A. Kugelrohr distillatio... Starting materials: [BH3-]C#N, C=O, CN(C)CCONCC1CCC2(O)C3CCC4CC(O)CCC4(C)C3CCC12C, CC#N, Cl, [Na+]. Yields the product CN(C)CCON(C)CC1CCC2(O)C3CCC4CC(O)CCC4(C)C3CCC12C. Reaction SMILES: [C:32]([BH3-:33])#[N:34].[CH2:30]=[O:31].[CH3:1][N:2]([CH2:3][CH2:4][O:5][NH:6][CH2:7][CH:8]1[C:9]2([CH3:10])[C:11]([OH:28])([CH2:12][CH2:13]1)[CH:14]1[CH2:15][CH2:16][CH:17]3[CH2:18][CH:19]([OH:27])[CH2:20][CH2:21][C:22]3([CH3:23])[CH:24]1[CH2:25][CH2:26]2)[CH3:29].[CH3:36][C:37]#[N:38].[ClH:39].[Na+:35]>>[CH3:1][N:2]([CH2:3][CH2:4][O:5][N:6]([CH2:7][CH:8]1[C:9]2([CH3:10])[C:11]([OH:28])([CH2:12][CH2:13]1)[CH:14]1[CH2:15][CH2:16][CH:17]3[CH2:18][CH:19]([OH:27])[CH2:20][CH2:21][C:22]3([CH3:23])[CH:24]1[CH2:25][CH2:26]2)[CH3:32])[CH3:29]. The reactants are CS(C)=O, NC(=O)c1ncc(-c2cc(F)ncc2Cl)nc1NCC1CCOCC1, NC1CCC(N)CC1. Product: NC(=O)c1ncc(-c2cc(NC3CCC(N)CC3)ncc2Cl)nc1NCC1CCOCC1. As a reaction SMILES: [CH3:34][S:35]([CH3:36])=[O:37].[Cl:1][c:2]1[c:3](-[c:9]2[n:10][c:11]([NH:18][CH2:19][CH:20]3[CH2:21][CH2:22][O:23][CH2:24][CH2:25]3)[c:12]([C:15](=[O:16])[NH2:17])[n:13][cH:14]2)[cH:4][c:5]([F:8])[n:6][cH:7]1.[NH2:26][CH:27]1[CH2:28][CH2:29][CH:30]([NH2:33])[CH2:31][CH2:32]1>>[Cl:1][c:2]1[c:3](-[c:9]2[n:10][c:11]([NH:18][CH2:19][CH:20]3[CH2:21][CH2:22][O:23][CH2:24][CH2:25]3)[c:12]([C:15](=[O:16])[NH2:17])[n:13][cH:14]2)[cH:4][c:5]([NH:33][CH:30]2[CH2:29][CH2:28][CH:27]([NH2:26])[CH2:32][CH2:31]2)[n:6][cH:7]1. Starting materials: [Br-], C1CCOC1, CON(C)C(=O)C1CCN(Cc2ccccc2)CC1c1ccc(Cl)cc1, C[Mg+]. Yields the product CC(=O)C1CCN(Cc2ccccc2)CC1c1ccc(Cl)cc1. RXN SMILES: [Br-:27].[CH2:30]1[O:31][CH2:32][CH2:33][CH2:34]1.[CH3:1][O:2][N:3]([C:4](=[O:5])[CH:6]1[CH:7]([c:19]2[cH:20][cH:21][c:22]([Cl:25])[cH:23][cH:24]2)[CH2:8][N:9]([CH2:12][c:13]2[cH:14][cH:15][cH:16][cH:17][cH:18]2)[CH2:10][CH2:11]1)[CH3:26].[CH3:28][Mg+:29]>>[C:4](=[O:5])([CH:6]1[CH:7]([c:19]2[cH:20][cH:21][c:22]([Cl:25])[cH:23][cH:24]2)[CH2:8][N:9]([CH2:12][c:13]2[cH:14][cH:15][cH:16][cH:17][cH:18]2)[CH2:10][CH2:11]1)[CH3:28].